From a dataset of the Open Reaction Database (ORD), a public repository of structured organic reaction records. describe an organic reaction: reactants, conditions, products, and yield Starting materials: Cl.C(C1=CC=CC=C1)OC1=C2CCCC(C2=CC=C1)C(=O)N(CC=1C=NNC1)C=1C=NC(=CC1)C(C)C (5-benzyloxy-N-(6-isopropylpyridin-3-yl)-N-[(pyrazol-4-yl)methyl]-1,2,3,4-tetrahydronaphthalene-1-carboxamide hydrochloride), FC1=CC=C(CCl)C=C1 (4-fluorobenzyl chloride). Yields the product C(C1=CC=CC=C1)OC1=C2CCCC(C2=CC=C1)C(=O)N(C=1C=NC(=CC1)C(C)C)CC=1C=NN(C1)CC1=CC=C(C=C1)F (5-benzyloxy-N-({1-[(4-fluorophenyl)methyl]pyrazol-4-yl}methyl)-N-(6-isopropylpyridin-3-yl)-1,2,3,4-tetrahydronaphthalene-1-carboxamide). As a reaction SMILES: Cl.[CH2:2]([O:9][C:10]1[CH:19]=[CH:18][CH:17]=[C:16]2[C:11]=1[CH2:12][CH2:13][CH2:14][CH:15]2[C:20]([N:22]([C:29]1[CH:30]=[N:31][C:32]([CH:35]([CH3:37])[CH3:36])=[CH:33][CH:34]=1)[CH2:23][C:24]1[CH:25]=[N:26][NH:27][CH:28]=1)=[O:21])[C:3]1[CH:8]=[CH:7][CH:6]=[CH:5][CH:4]=1.[F:38][C:39]1[CH:46]=[CH:45][C:42]([CH2:43]Cl)=[CH:41][CH:40]=1>>[CH2:2]([O:9][C:10]1[CH:19]=[CH:18][CH:17]=[C:16]2[C:11]=1[CH2:12][CH2:13][CH2:14][CH:15]2[C:20]([N:22]([CH2:23][C:24]1[CH:25]=[N:26][N:27]([CH2:43][C:42]2[CH:45]=[CH:46][C:39]([F:38])=[CH:40][CH:41]=2)[CH:28]=1)[C:29]1[CH:30]=[N:31][C:32]([CH:35]([CH3:37])[CH3:36])=[CH:33][CH:34]=1)=[O:21])[C:3]1[CH:8]=[CH:7][CH:6]=[CH:5][CH:4]=1 |f:0.1|. Reported procedure: By the reaction and treatment in the same manner as in Example 271 using 5-benzyloxy-N-(6-isopropylpyridin-3-yl)-N-[(pyrazol-4-yl)methyl]-1,2,3,4-tetrahydronaphthalene-1-carboxamide hydrochloride (0.78 g) and 4-fluorobenzyl chloride (0.36 mL) as starting materials, 5-benzyloxy-N-({1-[(4-fluorophenyl)methyl]pyrazol-4-yl}methyl)-N-(6-isopropylpyridin-3-yl)-1,2,3,4-tetrahydronaphthalene-1-carboxamide (0.76 g) was obtained. Reaction SMILES: [NH:1]1[CH:5]=[CH:4][N:3]=[CH:2]1.CN(C=O)C.C1C=CC(P(C2C=CC=CC=2)C2C=CC=CC=2)=CC=1.[CH3:30][O:31][CH2:32][CH:33]([NH:35][C:36]([C:38]1[CH:39]=[C:40]([C:45]2[CH:50]=[CH:49][C:48]([CH3:51])=[CH:47][CH:46]=2)[CH:41]=[C:42](I)[CH:43]=1)=[O:37])[CH3:34]>O1CCOCC1.O.[Cu]I.CC([O-])=O.CC([O-])=O.[Pd+2]>[CH3:30][O:31][CH2:32][CH:33]([NH:35][C:36]([C:38]1[CH:39]=[C:40]([C:45]2[CH:46]=[CH:47][C:48]([CH3:51])=[CH:49][CH:50]=2)[CH:41]=[C:42]([C:2]2[NH:1][CH:5]=[CH:4][N:3]=2)[CH:43]=1)=[O:37])[CH3:34] |f:7.8.9|. Procedure details: Imidazole (200 mg, 2.9 mmol) and MgO (60 mg, 2.9 mmol) were suspended in 0.5 ml dry dioxane and 2.5 ml dry DMF in a reaction bottle and stirred at room temperature for 5 minutes to form a homogeneous suspension. CuI (300 mg, 1.5 mmol), Pd(OAc)2 (18 mg, 0.0734 mmol), PPh3 (60 mg, 0.22 mmol) and 5-iodo-4′-methyl-biphenyl-3-carboxylic acid (2-methoxy-1-methyl-ethyl)-amide (300 mg, 0.7335 mmol) were added to the above solution and reaction mixture were heated to 150° C. under microwave irradiation f... The reactants are N1C=NC=C1 (Imidazole), C1=CC=C(C=C1)P(C2=CC=CC=C2)C3=CC=CC=C3 (PPh3), COCC(C)NC(=O)C=1C=C(C=C(C1)I)C1=CC=C(C=C1)C (5-iodo-4′-methyl-biphenyl-3-carboxylic acid (2-methoxy-1-methyl-ethyl)-amide), MgO, CN(C)C=O (DMF). Run at temperature 150 celsius. The reagents and catalysts are [Cu]I (CuI), CC(=O)[O-].CC(=O)[O-].[Pd+2] (Pd(OAc)2). Product: COCC(C)NC(=O)C=1C=C(C=C(C1)C=1NC=CN1)C1=CC=C(C=C1)C (5-(1H-Imidazol-2-yl)-4′-methyl-biphenyl-3-carboxylic acid (2-methoxy-1-methyl-ethyl)-amide). The yield is 64.4%. Run in O (water), O1CCOCC1 (dioxane).